From a dataset of the Open Reaction Database (ORD), a public repository of structured organic reaction records. describe an organic reaction: reactants, conditions, products, and yield Starting materials: C(C)(=O)OC(C)=O (acetic anhydride), resultant solution, NC=1C(=CC(=C(C1)N1C(N(C(=CC1=O)C(F)(F)F)C)=O)F)Cl (3-(5-amino-4-chloro-2-fluorophenyl)-1-methyl-6-trifluoromethyl-2,4 (1H,3H)-pyrimidinedione). Solvent: C1=CC=CC=C1 (benzene). Product: C(C)(=O)NC=1C(=CC(=C(C1)N1C(N(C(=CC1=O)C(F)(F)F)C)=O)F)Cl (3-(5-acetylamino-4-chloro-2-fluorophenyl) -1-methyl-6-trifluoromethyl-2,4(1H,3H)-pyrimidinedione). RXN SMILES: [NH2:1][C:2]1[C:3]([Cl:22])=[CH:4][C:5]([F:21])=[C:6]([N:8]2[C:13](=[O:14])[CH:12]=[C:11]([C:15]([F:18])([F:17])[F:16])[N:10]([CH3:19])[C:9]2=[O:20])[CH:7]=1.[C:23](OC(=O)C)(=[O:25])[CH3:24]>C1C=CC=CC=1>[C:23]([NH:1][C:2]1[C:3]([Cl:22])=[CH:4][C:5]([F:21])=[C:6]([N:8]2[C:13](=[O:14])[CH:12]=[C:11]([C:15]([F:18])([F:17])[F:16])[N:10]([CH3:19])[C:9]2=[O:20])[CH:7]=1)(=[O:25])[CH3:24]. Procedure: 2.00 g of 3-(5-amino-4-chloro-2-fluorophenyl)-1-methyl-6-trifluoromethyl-2,4 (1H,3H)-pyrimidinedione was dissolved in 5 ml of benzene. To the obtained solution, 0.61 ml of acetic anhydride was added an the resultant solution was refluxed for one hour. After distilling off benzene, the obtained crude product was washed with hexane to obtain 3-(5-acetylamino-4-chloro-2-fluorophenyl) -1-methyl-6-trifluoromethyl-2,4(1H,3H)-pyrimidinedione as white crystals. The reactants are [N+](=O)(O)[O-].OS(=O)(=O)O (HNO3 H2SO4), S1C=NC2=C1C=CC=C2 (benzothiazole), ice water. Run in solution. Run at temperature 25 celsius, time 12 hour. Product: [N+](=O)([O-])C1=CC2=C(N=CS2)C=C1 (6-Nitrobenzothiazole). Yield: 79.0%. As a reaction SMILES: [N+:1]([O-:4])(O)=[O:2].OS(O)(=O)=O.[S:10]1[C:14]2[CH:15]=[CH:16][CH:17]=[CH:18][C:13]=2[N:12]=[CH:11]1>>[N+:1]([C:16]1[CH:17]=[CH:18][C:13]2[N:12]=[CH:11][S:10][C:14]=2[CH:15]=1)([O-:4])=[O:2] |f:0.1|. Reported procedure: To a 30 mL solution of 1:1 mixture of HNO3—H2SO4 was added benzothiazole (7.0 mL, 53 mmol) slowly over 1 h period at −25° C. and resulting solution was stirred for 12 h. Reaction temperature was allowed to warm up to 25° C. The reaction mixture was poured into ice water to produce a yellow precipitation which was subjected to column chromatography (CHCl3, neat) to yield 7.3 g (41 mmol, 79%) of the desired product. Starting materials: O=C1CC(=O)c2ccccc21, C1CCNCC1, CCOCC, O=Cc1ccncc1. Product: O=C1C(=Cc2ccncc2)C(=O)c2ccccc21. RXN SMILES: [C:1]1(=[O:11])[CH2:2][C:3](=[O:10])[c:4]2[cH:5][cH:6][cH:7][cH:8][c:9]21.[CH2:12]1[CH2:13][CH2:14][NH:15][CH2:16][CH2:17]1.[CH3:26][CH2:27][O:28][CH2:29][CH3:30].[n:18]1[cH:19][cH:20][c:21]([CH:24]=[O:25])[cH:22][cH:23]1>>[C:1]1(=[O:11])[C:2](=[CH:24][c:21]2[cH:20][cH:19][n:18][cH:23][cH:22]2)[C:3](=[O:10])[c:4]2[cH:5][cH:6][cH:7][cH:8][c:9]21. Reactants: [OH-].[Na+] (sodium hydroxide), C(C=C)OC1CC(N(C(C1)(C)C)OCCCCCCCC)(C)C (4-Allyloxy-1-octyloxy-2,2,6,6-tetramethylpiperidine), C12CCCC(CCC1)B2 (9-borabicyclo [3.3.1]nonane), OO (hydrogen peroxide). Solvent: O (water), CCOCC (ether), O1CCCC1 (tetrahydrofuran), O1CCCC1 (tetrahydrofuran). Run at temperature 20 celsius. The product is C(CCCCCCC)ON1C(CC(CC1(C)C)OCCCO)(C)C (3-(1-Octyloxy-2,2,6,6-tetramethylpiperidin-4-yloxy)-1-propanol). Isolated yield 88.8%. As a reaction SMILES: [CH2:1]([O:4][CH:5]1[CH2:10][C:9]([CH3:12])([CH3:11])[N:8]([O:13][CH2:14][CH2:15][CH2:16][CH2:17][CH2:18][CH2:19][CH2:20][CH3:21])[C:7]([CH3:23])([CH3:22])[CH2:6]1)[CH:2]=[CH2:3].C12BC(CCC1)CCC2.[OH-:33].[Na+].OO>O1CCCC1.O.CCOCC>[CH2:14]([O:13][N:8]1[C:7]([CH3:22])([CH3:23])[CH2:6][CH:5]([O:4][CH2:1][CH2:2][CH2:3][OH:33])[CH2:10][C:9]1([CH3:11])[CH3:12])[CH2:15][CH2:16][CH2:17][CH2:18][CH2:19][CH2:20][CH3:21] |f:2.3|. Reported procedure: A solution of 14.9 grams (45.9 mmol) of 4-allyloxy-1-octyloxy-2,2,6,6-tetramethylpiperidine (prepared in Example 10A) in 20 ml of anhydrous tetrahydrofuran is added over a 10-minute period to a solution of 5.6 grams (45.9 mmol) of 9-borabicyclo [3.3.1]nonane in 20 ml of tetrahydrofuran under a nitrogen atmosphere. The reaction mixture is cooled to 20° C. and a solution of 1.84 gram (45.9 mmol) of sodium hydroxide in water is added over a 10-minute period. A solution of 15.3 ml of 30% aqueous hyd... Starting materials: C1CN2CCN1CC2, ClCCl, CCCCN=C=O, CSCc1ccccc1S(N)(=O)=O, O=C(Cl)Cl, Cc1ccccc1C. Yields the product CSCc1ccccc1S(=O)(=O)N=C=O. As a reaction SMILES: [CH2:18]1[N:19]2[CH2:20][CH2:21][N:22]([CH2:23][CH2:24]2)[CH2:25]1.[CH2:41]([Cl:42])[Cl:43].[CH3:26][CH2:27][CH2:28][CH2:29][N:30]=[C:31]=[O:32].[CH3:5][S:6][CH2:7][c:8]1[c:9]([S:14](=[O:15])(=[O:16])[NH2:17])[cH:10][cH:11][cH:12][cH:13]1.[Cl:1][C:2]([Cl:3])=[O:4].[c:33]1([CH3:34])[c:35]([CH3:36])[cH:37][cH:38][cH:39][cH:40]1>>[C:2](=[O:4])=[N:17][S:14]([c:9]1[c:8]([CH2:7][S:6][CH3:5])[cH:13][cH:12][cH:11][cH:10]1)(=[O:15])=[O:16]. Reactants: OC1=CC=C(C=C1)CC1=CC=C(C=C1)O (bis(4-hydroxyphenyl)methane), O1C(C1)CCC=1C=NC=CC1 ((±)-3-(2-oxiranylethyl)pyridine), [H-].[Na+] (sodium hydride). Solvent: CN(C=O)C (dimethylformamide). Yields the product OC1=CC=C(C=C1)CC1=CC=C(OCC(CCC=2C=NC=CC2)O)C=C1 ((±)-α-(4-(4-Hydroxyphenylmethyl)phenoxymethyl)-3-pyridinepropanol). Isolated yield 21.0%. As a reaction SMILES: [OH:1][C:2]1[CH:7]=[CH:6][C:5]([CH2:8][C:9]2[CH:14]=[CH:13][C:12]([OH:15])=[CH:11][CH:10]=2)=[CH:4][CH:3]=1.[O:16]1[CH2:18][CH:17]1[CH2:19][CH2:20][C:21]1[CH:22]=[N:23][CH:24]=[CH:25][CH:26]=1.[H-].[Na+]>CN(C)C=O>[OH:1][C:2]1[CH:3]=[CH:4][C:5]([CH2:8][C:9]2[CH:14]=[CH:13][C:12]([O:15][CH2:18][CH:17]([OH:16])[CH2:19][CH2:20][C:21]3[CH:22]=[N:23][CH:24]=[CH:25][CH:26]=3)=[CH:11][CH:10]=2)=[CH:6][CH:7]=1 |f:2.3|. Procedure details: Prepared according to the method described in Example 5 from bis(4-hydroxyphenyl)methane (1.6 g), (±)-3-(2-oxiranylethyl)pyridine (1.24 g) and sodium hydride (60% dispersion in oil; 0.319 g) in dimethylformamide (25 ml) at 100° C. for 2 hours to give the title compound as a white solid (0.587 g).